describe an organic reaction: reactants, conditions, products, and yield From a dataset of the Open Reaction Database (ORD), a public repository of structured organic reaction records. Reactants: COC(C(C(=O)C1=CC=C(C=C1)[N+](=O)[O-])(C)C)=O (2,2-dimethyl-3-(4-nitrophenyl)-3-oxopropionic acid methyl ester), C(C(=O)O)(=O)O.C(C)NN (ethylhydrazine oxalate), COCCO (2-methoxyethanol), C(C)(=O)O (acetic acid). Run in CCCCCC.CCOC(=O)C (hexane EtOAc). The product is C(C)N1N=C(C(C1=O)(C)C)C1=CC=C(C=C1)[N+](=O)[O-] (2-ethyl-4,4-dimethyl-5-(4-nitrophenyl)-2,4-dihydropyrazol-3-one). RXN SMILES: CO[C:3](=[O:18])[C:4]([CH3:17])([CH3:16])[C:5]([C:7]1[CH:12]=[CH:11][C:10]([N+:13]([O-:15])=[O:14])=[CH:9][CH:8]=1)=O.C(O)(=O)C(O)=O.[CH2:25]([NH:27][NH2:28])[CH3:26].COCCO.C(O)(=O)C>CCCCCC.CCOC(C)=O>[CH2:25]([N:27]1[C:3](=[O:18])[C:4]([CH3:16])([CH3:17])[C:5]([C:7]2[CH:8]=[CH:9][C:10]([N+:13]([O-:15])=[O:14])=[CH:11][CH:12]=2)=[N:28]1)[CH3:26] |f:1.2,5.6|. Procedure: A mixture of 1.00 g (4 mmol) of 2,2-dimethyl-3-(4-nitrophenyl)-3-oxopropionic acid methyl ester (Yang, C.-Y.; Wnek, G. E., Polymer, 1992, 33, 4191-4196), 3.00 g (20 mmol) of ethylhydrazine oxalate, 8 mL of 2-methoxyethanol, and 4 mL of glacial acetic acid was stirred under nitrogen at gentle reflux for 24 hours. The cooled solution was concentrated in vacuo. The residue was partitioned between ethyl acetate and water. The ethyl acetate phase was washed with additional water and then with saturat... The reactants are C(C1=CC=CC=C1)O[C@@H]([C@@H](C(=O)O)NC(=O)OCC1C2=CC=CC=C2C=2C=CC=CC12)C ((2S,3R)-3-benzyloxy-2-(9H-fluoren-9-ylmethoxycarbonylamino)-butyric acid), C(C)(C)(C)OC(=O)N[C@@H](C(=O)O)C1=CC=C(C=C1)OCCOC1OCCCC1 ((R)-tert-butoxycarbonylamino-{4-[2-(tetrahydro-pyran-2-yloxy)-ethoxy]-phenyl}-acetic acid), C[C@H]1OC1 ((R)-2-methyl-oxirane). Product: C(C)(C)(C)OC(=O)N[C@@H](C(=O)O)C1=CC=C(C=C1)OC[C@@H](C)O ((R)-tert-Butoxycarbonylamino-[4-((R)-2-hydroxy-propoxy)-phenyl]-acetic acid). RXN SMILES: [CH2:1]([O:8][C@H](C)[C@H](NC(OCC1C2C=CC=CC=2C2C1=CC=CC=2)=O)C(O)=O)[C:2]1C=CC=CC=1.[C:33]([O:37][C:38]([NH:40][C@H:41]([C:45]1[CH:50]=[CH:49][C:48]([O:51][CH2:52]COC2CCCCO2)=[CH:47][CH:46]=1)[C:42]([OH:44])=[O:43])=[O:39])([CH3:36])([CH3:35])[CH3:34].C[C@@H]1CO1>>[C:33]([O:37][C:38]([NH:40][C@H:41]([C:45]1[CH:46]=[CH:47][C:48]([O:51][CH2:52][C@H:1]([OH:8])[CH3:2])=[CH:49][CH:50]=1)[C:42]([OH:44])=[O:43])=[O:39])([CH3:34])([CH3:35])[CH3:36]. Reported procedure: Prepared by the same method as described in example 3 except that (i) 2-chloro-4-iodo-aniline was used in place of 4-bromo-2-chloro-aniline in step 1, and (ii) (R)-tert-butoxycarbonylamino-[4-((R)-2-hydroxy-propoxy)-phenyl]-acetic acid was used in place of (R)-tert-butoxycarbonylamino-[4-(2-tert-butoxy-ethoxy)-phenyl]-acetic acid in step 2. (R)-tert-Butoxycarbonylamino-[4-((R)-2-hydroxy-propoxy)-phenyl]-acetic acid was prepared as described in example 48 except that (R)-2-methyl-oxirane was used... Starting materials: C(=O)[C@H]1CN(C[C@@H]1C1=CC=CC=C1)[C@@H](C(=O)OCC1=CC=CC=C1)C1CCCCC1 (2-(R)-(3-(R)-Formyl-4-(S)-phenylpyrrolidin-1-yl)-2-(cyclohexyl)acetic acid, benzyl ester), OC1(CCNCC1)CCCC1=CC=C(C=C1)F (4-hydroxy-4-(3-(4-fluorophenyl)propyl) piperidine), Cl (HCl). Product: FC1=CC=C(C=C1)CCCC1(CCN(CC1)C[C@H]1CN(C[C@@H]1C1=CC=CC=C1)[C@@H](C(=O)O)C1CCCCC1)O (2-(R)-(3-(S)-((4-(3-(4-Fluorophenyl)propyl)-4-hydroxy-piperidin-1-yl)methyl)-4-(S)-phenylpyrrolidin-1-yl)-2-(cyclohexyl)acetic acid). As a reaction SMILES: [CH:1]([C@@H:3]1[C@@H:7]([C:8]2[CH:13]=[CH:12][CH:11]=[CH:10][CH:9]=2)[CH2:6][N:5]([C@H:14]([CH:25]2[CH2:30][CH2:29][CH2:28][CH2:27][CH2:26]2)[C:15]([O:17]CC2C=CC=CC=2)=[O:16])[CH2:4]1)=O.[OH:31][C:32]1([CH2:38][CH2:39][CH2:40][C:41]2[CH:46]=[CH:45][C:44]([F:47])=[CH:43][CH:42]=2)[CH2:37][CH2:36][NH:35][CH2:34][CH2:33]1.Cl>>[F:47][C:44]1[CH:43]=[CH:42][C:41]([CH2:40][CH2:39][CH2:38][C:32]2([OH:31])[CH2:33][CH2:34][N:35]([CH2:1][C@@H:3]3[C@@H:7]([C:8]4[CH:9]=[CH:10][CH:11]=[CH:12][CH:13]=4)[CH2:6][N:5]([C@H:14]([CH:25]4[CH2:30][CH2:29][CH2:28][CH2:27][CH2:26]4)[C:15]([OH:17])=[O:16])[CH2:4]3)[CH2:36][CH2:37]2)=[CH:46][CH:45]=1. Procedure details: The title compound was prepared from 2-(R)-(3-(R)-Formyl-4-(S)-phenylpyrrolidin-1-yl)-2-(cyclohexyl)acetic acid, benzyl ester (from EXAMPLE 1, Step I) and 4-hydroxy-4-(3-(4-fluorophenyl)propyl) piperidine.HCl (from EXAMPLE 110, Step A) using procedures analogous to those described in EXAMPLE 1, Steps J and K. For the title compound: ESI-MS 537 (M+H).